From a dataset of the Open Reaction Database (ORD), a public repository of structured organic reaction records. describe an organic reaction: reactants, conditions, products, and yield Reactants: N1(CCCC1)CCCOC1=CC=C(C=C1)C1(CCOCC1)C=O (4-[4-(3-Pyrrolidin-1-ylpropoxy)phenyl]tetrahydro-2H-pyran-4-carbaldehyde), Cl.N1(CCNCC1)C(=O)N (piperazine-1-carboxylic acid amide hydrochloride), C(C)O (ethanol). Reagents/catalysts: CC([O-])C.[Ti+4].CC([O-])C.CC([O-])C.CC([O-])C (titanium (IV) isopropoxide). Solvent: CCN(CC)CC (Et3N). Yields the product N1(CCCC1)CCCOC1=CC=C(C=C1)C1(CCOCC1)CN1CCN(CC1)C(=O)N (4-{4-[4-(3-Pyrrolidin-1-yl propoxy)phenyl]tetrahydropyran-4-ylmethyl}piperazine-1-carboxylic acid amide), solid. The yield is 16.0%. Reaction SMILES: [N:1]1([CH2:6][CH2:7][CH2:8][O:9][C:10]2[CH:15]=[CH:14][C:13]([C:16]3([CH:22]=O)[CH2:21][CH2:20][O:19][CH2:18][CH2:17]3)=[CH:12][CH:11]=2)[CH2:5][CH2:4][CH2:3][CH2:2]1.Cl.[N:25]1([C:31]([NH2:33])=[O:32])[CH2:30][CH2:29][NH:28][CH2:27][CH2:26]1.C(O)C>CC(C)[O-].[Ti+4].CC(C)[O-].CC(C)[O-].CC(C)[O-].CCN(CC)CC>[N:1]1([CH2:6][CH2:7][CH2:8][O:9][C:10]2[CH:11]=[CH:12][C:13]([C:16]3([CH2:22][N:28]4[CH2:29][CH2:30][N:25]([C:31]([NH2:33])=[O:32])[CH2:26][CH2:27]4)[CH2:17][CH2:18][O:19][CH2:20][CH2:21]3)=[CH:14][CH:15]=2)[CH2:2][CH2:3][CH2:4][CH2:5]1 |f:1.2,4.5.6.7.8|. Procedure details: 4-[4-(3-Pyrrolidin-1-ylpropoxy)phenyl]tetrahydro-2H-pyran-4-carbaldehyde (317 mg, 1 mmol), piperazine-1-carboxylic acid amide hydrochloride (273 mg, 1.65 mmol), absolute ethanol (12.7 ml), activated 3 Å molecular sieves (320 mg), Et3N (0.278 ml), titanium (IV) isopropoxide (1.46 ml, 5.20 mmol) and STAB (1.8 g, 8.5 mmol) were reacted in accordance with the general procedure D. The isolated crude product was purified by column chromatography on silica eluting with DCM:MeOH:NH3 (98:1:1) to give the... Starting materials: COC(CC1=CC(=CC=C1)OC1=C(C=C(C=C1)Br)C=O)=O ([3-(4-Bromo-2-formyl-phenoxy)-phenyl]-acetic acid methyl ester), C(=O)(O)[O-].[Na+] (NaHCO3), FC1=CC=C(C=C1)CC(C)(C)N (1-(4-fluorophenyl)-2-methyl-2-propylamine), C(#N)[BH3-].[Na+] (sodium cyanoborohydride). The reagents and catalysts are C(C)(=O)O (Acetic acid). Solvent: CO (MeOH), CCOC(=O)C (EtOAc). Reaction conditions: time 5 hour. Yields the product COC(CC1=CC(=CC=C1)OC1=C(C=C(C=C1)Br)CNC(CC1=CC=C(C=C1)F)(C)C)=O ([3-(4-Bromo-2-{[2-(4-fluoro-phenyl)-1,1-dimethyl-ethylamino]-methyl}-phenoxy)-phenyl]-acetic acid methyl ester). Reaction SMILES: [CH3:1][O:2][C:3](=[O:21])[CH2:4][C:5]1[CH:10]=[CH:9][CH:8]=[C:7]([O:11][C:12]2[CH:17]=[CH:16][C:15]([Br:18])=[CH:14][C:13]=2[CH:19]=O)[CH:6]=1.[F:22][C:23]1[CH:28]=[CH:27][C:26]([CH2:29][C:30]([NH2:33])([CH3:32])[CH3:31])=[CH:25][CH:24]=1.C([BH3-])#N.[Na+].C([O-])(O)=O.[Na+]>CO.C(O)(=O)C.CCOC(C)=O>[CH3:1][O:2][C:3](=[O:21])[CH2:4][C:5]1[CH:10]=[CH:9][CH:8]=[C:7]([O:11][C:12]2[CH:17]=[CH:16][C:15]([Br:18])=[CH:14][C:13]=2[CH2:19][NH:33][C:30]([CH3:32])([CH3:31])[CH2:29][C:26]2[CH:27]=[CH:28][C:23]([F:22])=[CH:24][CH:25]=2)[CH:6]=1 |f:2.3,4.5|. Reported procedure: [3-(4-Bromo-2-formyl-phenoxy)-phenyl]-acetic acid methyl ester (0.150 g, 0.43 mmol), 1-(4-fluorophenyl)-2-methyl-2-propylamine (0.079 g, 0.47 mmol), and sodium cyanoborohydride (0.041 g, 0.65 mmol) were combined in MeOH (2 mL). Acetic acid (2 drops) was added, and the reaction was stirred for 5 hours at room temperature. The mixture was worked-up with EtOAc and saturated aqueous NaHCO3, and the organic layer was dried and concentrated to give the title compound. The reactants are C(C)(C)(C)C1=CC=C(C=C1)/C=C/C(=O)NC=1C=C2C=CN(C2=CC1)CCO[Si](C(C)(C)C)(C)C ((2E)-3-[4-(tert-Butyl)phenyl]-N-{1-[2-(1,1,2,2-tetramethyl-1-silapropoxy)ethyl]indol-5-yl}prop-2-enamide), C(C)(C)(C)C1=CC=C(/C=C/C(=O)O)C=C1 (4-tert-butyl-trans-cinnamic acid), C[Si](C(C)(C)C)(OCCN1C=CC2=CC(=CC=C12)N)C (1-[2-(1,1,2,2-tetramethyl-1-silapropoxy)ethyl]indole-5-ylamine). Procedure: (2E)-3-[4-(tert-Butyl)phenyl]-N-{1-[2-(1,1,2,2-tetramethyl-1-silapropoxy)ethyl]indol-5-yl}prop-2-enamide. According to the procedure used to prepare Example 1, 4-tert-butyl-trans-cinnamic acid (100 mg, 0.50 mmol, EMKA-Chemie) and 1-[2-(1,1,2,2-tetramethyl-1-silapropoxy)ethyl]indole-5-ylamine, Example 73(a), (145 mg, 0.50 mmol) provided the title product. MS (ESI, pos. ion) m/z: 477 (M+1). Yields the product C(C)(C)(C)C1=CC=C(C=C1)/C=C/C(=O)NC=1C=C2C=CN(C2=CC1)CCO ((2E)-3-[4-(tert-Butyl)phenyl]-N-[1-(2-hydroxyethyl)indol-5-yl]prop-2-enamide). As a reaction SMILES: [C:1]([C:5]1[CH:10]=[CH:9][C:8](/[CH:11]=[CH:12]/[C:13]([NH:15][C:16]2[CH:17]=[C:18]3[C:22](=[CH:23][CH:24]=2)[N:21]([CH2:25][CH2:26][O:27][Si](C)(C)C(C)(C)C)[CH:20]=[CH:19]3)=[O:14])=[CH:7][CH:6]=1)([CH3:4])([CH3:3])[CH3:2].C(C1C=CC(/C=C/C(O)=O)=CC=1)(C)(C)C.C[Si](C)(OCCN1C2C(=CC(N)=CC=2)C=C1)C(C)(C)C>>[C:1]([C:5]1[CH:10]=[CH:9][C:8](/[CH:11]=[CH:12]/[C:13]([NH:15][C:16]2[CH:17]=[C:18]3[C:22](=[CH:23][CH:24]=2)[N:21]([CH2:25][CH2:26][OH:27])[CH:20]=[CH:19]3)=[O:14])=[CH:7][CH:6]=1)([CH3:4])([CH3:2])[CH3:3].